From a dataset of the Open Reaction Database (ORD), a public repository of structured organic reaction records. describe an organic reaction: reactants, conditions, products, and yield Reactants: Brc1cccnc1, O=C([O-])[O-], Cn1c(N2CC3CC2CN3)nc(-c2ccncc2)cc1=O, [Cs+], [Cs+], CC(=O)[O-], CC(=O)[O-], C1CCOC1, [Pd+2]. The product is Cn1c(N2CC3CC2CN3c2cccnc2)nc(-c2ccncc2)cc1=O. RXN SMILES: [Br:22][c:23]1[cH:24][n:25][cH:26][cH:27][cH:28]1.[C:29](=[O:30])([O-:31])[O-:32].[CH:1]12[N:2]([c:8]3[n:9][c:10](-[c:16]4[cH:17][cH:18][n:19][cH:20][cH:21]4)[cH:11][c:12](=[O:15])[n:13]3[CH3:14])[CH2:3][CH:4]([NH:5][CH2:6]1)[CH2:7]2.[Cs+:33].[Cs+:34].[O-:41][C:42]([CH3:43])=[O:44].[O-:45][C:46]([CH3:47])=[O:48].[O:35]1[CH2:36][CH2:37][CH2:38][CH2:39]1.[Pd+2:40]>>[CH:1]12[N:2]([c:8]3[n:9][c:10](-[c:16]4[cH:17][cH:18][n:19][cH:20][cH:21]4)[cH:11][c:12](=[O:15])[n:13]3[CH3:14])[CH2:3][CH:4]([N:5]([c:23]3[cH:24][n:25][cH:26][cH:27][cH:28]3)[CH2:6]1)[CH2:7]2. Reactants: FC1=C(C=CC(=C1)F)C1=CC=C(C=C1)C(CCC(=O)O)=O (4-(2',4'-difluoro-4-biphenylyl)-4-oxo-butyric acid), C1CCCCC1 (cyclohexane), C1(CCCCC1)N (cyclohexylamine). The solvent is C(C)(=O)OCC.CO (ethyl acetate methanol). The product is FC1=C(C=CC(=C1)F)C1=CC=C(C=C1)CCCC(=O)O (4-(2',4'-Difluoro-4-biphenylyl)-butyric acid). Yield: 39.0%. As a reaction SMILES: [F:1][C:2]1[CH:7]=[C:6]([F:8])[CH:5]=[CH:4][C:3]=1[C:9]1[CH:14]=[CH:13][C:12]([C:15](=O)[CH2:16][CH2:17][C:18]([OH:20])=[O:19])=[CH:11][CH:10]=1.C1CCCCC1.C1(N)CCCCC1>C(OCC)(=O)C.CO>[F:1][C:2]1[CH:7]=[C:6]([F:8])[CH:5]=[CH:4][C:3]=1[C:9]1[CH:14]=[CH:13][C:12]([CH2:15][CH2:16][CH2:17][C:18]([OH:20])=[O:19])=[CH:11][CH:10]=1 |f:3.4|. Reported procedure: Prepared analogous to Example 1 from 4-(2',4'-difluoro-4-biphenylyl)-4-oxo-butyric acid. Yield: 39% of theory; m.p. 76°-77° C. (from cyclohexane). Melting point of the cyclohexylamine salt: 127°-128° C. (from ethyl acetate/methanol 9:1). Starting materials: ClC1=C(C(=O)C2=C(C=CC=C2)OC)C=CC(=C1Cl)OC (2,3-dichloro-2',4-dimethoxybenzophenone), Cl.N1=CC=CC=C1 (pyridine HCl), ice water. Run at temperature 200 celsius. Yields the product ClC1=C(C(=O)C2=C(C=CC=C2)O)C=CC(=C1Cl)O (2,3-dichloro-2',4-dihydroxybenzophenone). RXN SMILES: [Cl:1][C:2]1[C:17]([Cl:18])=[C:16]([O:19]C)[CH:15]=[CH:14][C:3]=1[C:4]([C:6]1[CH:11]=[CH:10][CH:9]=[CH:8][C:7]=1[O:12]C)=[O:5].Cl.N1C=CC=CC=1>>[Cl:1][C:2]1[C:17]([Cl:18])=[C:16]([OH:19])[CH:15]=[CH:14][C:3]=1[C:4]([C:6]1[CH:11]=[CH:10][CH:9]=[CH:8][C:7]=1[OH:12])=[O:5] |f:1.2|. Procedure: A solid mixture of 13 g of 2,3-dichloro-2',4-dimethoxybenzophenone and 52 g of pyridine HCl is heated at 200° C. for one hour. The hot mixture is then poured into vigorously stirred ice water. The product is extracted with ethyl acetate. The extract is dried over Na2SO4 and evaporated to give 2,3-dichloro-2',4-dihydroxybenzophenone, mp 197°-201° C.